Dataset: the Open Reaction Database (ORD), a public repository of structured organic reaction records. Task: describe an organic reaction: reactants, conditions, products, and yield The reactants are FC1=C2C=CN(C2=CC=C1)C (4-fluoro-1-methylindole), CN(C)C=O (DMF), P(=O)(Cl)(Cl)Cl (phosphoryl chloride), CN(C)C=O (DMF). The solvent is [OH-].[Na+] (NaOH). Run at temperature 0 celsius. Product: FC1=C2C(=CN(C2=CC=C1)C)C=O (4-fluoro-1-methylindole-3-carbaldehyde). The yield is 55.0%. Reaction SMILES: P(Cl)(Cl)(Cl)=O.[F:6][C:7]1[CH:15]=[CH:14][CH:13]=[C:12]2[C:8]=1[CH:9]=[CH:10][N:11]2[CH3:16].CN([CH:20]=[O:21])C>[OH-].[Na+]>[F:6][C:7]1[CH:15]=[CH:14][CH:13]=[C:12]2[C:8]=1[C:9]([CH:20]=[O:21])=[CH:10][N:11]2[CH3:16] |f:3.4|. Reported procedure: Under stirring at 0° C., phosphoryl chloride (2.07 ml, 22.1 mmol) was added dropwise to DMF (30 ml). After completion of the dropwise addition, a solution of 4-fluoro-1-methylindole (2.20 g, 14.7 mmol) in DMF (15 ml) was added dropwise and the reaction mixture was stirred at room temperature for 4 hours. The reaction mixture was poured in 1N NaOH (120 ml), followed by extraction with ethyl acetate. The extract was washed with saturated brine, dried over anhydrous sodium sulfate, and distilled un... Reactants: [BH4-], CC(C)O, ClCCl, O=Cc1csc(Cl)c1Cl, [Na+], O. Yields the product OCc1csc(Cl)c1Cl. Reaction SMILES: [BH4-:15].[CH:1]([OH:2])([CH3:3])[CH3:4].[Cl:17][CH2:18][Cl:19].[Cl:6][c:7]1[s:8][cH:9][c:10]([CH:13]=[O:14])[c:11]1[Cl:12].[Na+:16].[OH2:5]>>[Cl:6][c:7]1[s:8][cH:9][c:10]([CH2:13][OH:14])[c:11]1[Cl:12]. The reactants are ClC=1C(=C(C=CC1)NC(C(C)(C)C)=O)C (N-(3-Chloro-2-methylphenyl)-2,2-dimethylpropanamide), BrBr (bromine). Run in CC(=O)O (AcOH). Yields the product BrC1=C(C(=C(C=C1)NC(C(C)(C)C)=O)C)Cl (N-(4-Bromo-3-chloro-2-methylphenyl)-2,2-dimethylpropanamide). As a reaction SMILES: [Cl:1][C:2]1[C:3]([CH3:15])=[C:4]([NH:8][C:9](=[O:14])[C:10]([CH3:13])([CH3:12])[CH3:11])[CH:5]=[CH:6][CH:7]=1.[Br:16]Br>CC(O)=O>[Br:16][C:7]1[CH:6]=[CH:5][C:4]([NH:8][C:9](=[O:14])[C:10]([CH3:11])([CH3:12])[CH3:13])=[C:3]([CH3:15])[C:2]=1[Cl:1]. Reported procedure: N-(3-Chloro-2-methylphenyl)-2,2-dimethylpropanamide (0.5 g, 2.2 mmol) and bromine (1.4 g, 8.8 mmol) were combined in AcOH (25 mL) at rt for 2 h. The residue resulting from concentration was purified by flash chromatography (20-60% EtOAc-hexanes gradient) to afford the title compound: MS (ES) m/z 305 (M+1). Reactants: [Li]CCCC, CCOP(=O)(CP(=O)(OCC)OCC)OCC, CCOC(=O)C1C(=O)CCN1C(=O)OCC, C1CCOC1. Yields the product CCOC(=O)C1C(CP(=O)(OCC)OCC)=CCN1C(=O)OCC. As a reaction SMILES: [CH2:18]([Li:19])[CH2:20][CH2:21][CH3:22].[CH2:1]([O:2][P:3]([O:4][CH2:5][CH3:6])(=[O:7])[CH2:9][P:10](=[O:11])([O:12][CH2:13][CH3:14])[O:15][CH2:16][CH3:17])[CH3:8].[CH2:23]([CH3:24])[O:25][C:26](=[O:27])[N:28]1[CH:29]([C:34](=[O:35])[O:36][CH2:37][CH3:38])[C:30](=[O:33])[CH2:31][CH2:32]1.[O:39]1[CH2:40][CH2:41][CH2:42][CH2:43]1>>[CH2:9]([P:10](=[O:11])([O:12][CH2:13][CH3:14])[O:15][CH2:16][CH3:17])[C:30]1=[CH:31][CH2:32][N:28]([C:26]([O:25][CH2:23][CH3:24])=[O:27])[CH:29]1[C:34](=[O:35])[O:36][CH2:37][CH3:38]. Reactants: CCOC(=O)C(C)(C)Cc1cc2nc(OC)ccc2n1Cc1ccc(Cl)cc1, C1CCOC1, CO, CCOC(C)=O, [Li+], [OH-], O, O=C(O)CC(O)(CC(=O)O)C(=O)O. The product is COc1ccc2c(cc(CC(C)(C)C(=O)O)n2Cc2ccc(Cl)cc2)n1. As a reaction SMILES: [CH2:1]([CH3:2])[O:3][C:4]([C:5]([CH2:6][c:7]1[cH:8][c:9]2[n:10][c:11]([O:24][CH3:25])[cH:12][cH:13][c:14]2[n:15]1[CH2:16][c:17]1[cH:18][cH:19][c:20]([Cl:23])[cH:21][cH:22]1)([CH3:26])[CH3:27])=[O:28].[CH2:46]1[O:47][CH2:48][CH2:49][CH2:50]1.[CH3:29][OH:30].[CH3:51][CH2:52][O:53][C:54]([CH3:55])=[O:56].[Li+:32].[OH-:31].[OH2:57].[OH:33][C:34]([CH2:35][C:36]([C:37](=[O:38])[OH:39])([CH2:40][C:41](=[O:42])[OH:43])[OH:44])=[O:45]>>[O:3]=[C:4]([C:5]([CH2:6][c:7]1[cH:8][c:9]2[n:10][c:11]([O:24][CH3:25])[cH:12][cH:13][c:14]2[n:15]1[CH2:16][c:17]1[cH:18][cH:19][c:20]([Cl:23])[cH:21][cH:22]1)([CH3:26])[CH3:27])[OH:28]. The reactants are [BH4-], CCN(CC)CCN1C(=O)Nc2ncccc2C1(c1ccccc1)C(Cl)(Cl)Cl, CN(C)C=O, [Na+], O. The product is CCN(CC)CCN1C(=O)Nc2ncccc2C1c1ccccc1. As a reaction SMILES: [BH4-:29].[CH2:1]([CH3:2])[N:3]([CH2:4][CH2:5][N:6]1[C:7](=[O:26])[NH:8][c:9]2[c:10]([cH:22][cH:23][cH:24][n:25]2)[C:11]1([C:12]([Cl:13])([Cl:14])[Cl:15])[c:16]1[cH:17][cH:18][cH:19][cH:20][cH:21]1)[CH2:27][CH3:28].[CH3:32][N:33]([CH3:34])[CH:35]=[O:36].[Na+:30].[OH2:31]>>[CH2:1]([CH3:2])[N:3]([CH2:4][CH2:5][N:6]1[C:7](=[O:26])[NH:8][c:9]2[c:10]([cH:22][cH:23][cH:24][n:25]2)[CH:11]1[c:16]1[cH:17][cH:18][cH:19][cH:20][cH:21]1)[CH2:27][CH3:28].